From a dataset of the Open Reaction Database (ORD), a public repository of structured organic reaction records. describe an organic reaction: reactants, conditions, products, and yield The reactants are CON(C(=O)C=1N=CN(C1)C=1C=C(C=CC1)C1=C(C=CC=C1)C#N)C (1-(2′-Cyano-biphenyl-3-yl)-1H-imidazole-4-carboxylic acid methoxy-methyl-amide), BrC1=NC=CC=C1C (2-bromo-3-methylpyridine). Yields the product CC=1C(=NC=CC1)C(=O)C=1N=CN(C1)C=1C=C(C=CC1)C=1C(=CC=CC1)C#N (3′-[4-(3-Methyl-pyridine-2-carbonyl)-imidazol-1-yl]-biphenyl-2-carbonitrile). As a reaction SMILES: CON(C)[C:4]([C:6]1[N:7]=[CH:8][N:9]([C:11]2[CH:12]=[C:13]([C:17]3[CH:22]=[CH:21][CH:20]=[CH:19][C:18]=3[C:23]#[N:24])[CH:14]=[CH:15][CH:16]=2)[CH:10]=1)=[O:5].Br[C:27]1[C:32]([CH3:33])=[CH:31][CH:30]=[CH:29][N:28]=1>>[CH3:33][C:32]1[C:27]([C:4]([C:6]2[N:7]=[CH:8][N:9]([C:11]3[CH:12]=[C:13]([C:17]4[C:18]([C:23]#[N:24])=[CH:19][CH:20]=[CH:21][CH:22]=4)[CH:14]=[CH:15][CH:16]=3)[CH:10]=2)=[O:5])=[N:28][CH:29]=[CH:30][CH:31]=1. Procedure: This compound is prepared by method C using compound 12d and 2-bromo-3-methylpyridine. Solvent: ClCCl (dichloromethane). Reported procedure: 200 mg (0.850 mmol) of 7,8-dihydro-6,6-dimethyl-7-hydroxy-8-amino-6H-pyrano[2,3-f]benzo-2,1,3-oxadiazole and 20 ml of dichloromethane were stirred at room temperature, and 100 μl (0.935 mmol) of trichloroacetyl isocyanate were added thereto and stirred for 5 hours. The crystals precipitated were filtered off to obtain 90 mg of the intended compoundas colorless crystals. (yield: 25%) Run at time 5 hour. RXN SMILES: [CH3:1][C:2]1([CH3:17])[O:14][C:6]2=[CH:7][C:8]3[C:9]([CH:13]=[C:5]2[CH:4]([NH2:15])[CH:3]1[OH:16])=[N:10][O:11][N:12]=3.[Cl:18][C:19]([Cl:26])([Cl:25])[C:20]([N:22]=[C:23]=[O:24])=[O:21]>ClCCl>[CH3:1][C:2]1([CH3:17])[O:14][C:6]2=[CH:7][C:8]3[C:9]([CH:13]=[C:5]2[CH:4]([NH:15][C:23]([NH:22][C:20](=[O:21])[C:19]([Cl:26])([Cl:25])[Cl:18])=[O:24])[CH:3]1[OH:16])=[N:10][O:11][N:12]=3. Yield: 25.0%. The product is CC1(C(C(C=2C(=CC=3C(=NON3)C2)O1)NC(=O)NC(C(Cl)(Cl)Cl)=O)O)C (7,8-dihydro-6,6-dimethyl-7-hydroxy-8-trichloroacetylureido-6H-pyrano[2,3-f]benzo-2,1,3-oxadiazole). Reactants: CC1(C(C(C=2C(=CC=3C(=NON3)C2)O1)N)O)C (7,8-dihydro-6,6-dimethyl-7-hydroxy-8-amino-6H-pyrano[2,3-f]benzo-2,1,3-oxadiazole), ClC(C(=O)N=C=O)(Cl)Cl (trichloroacetyl isocyanate). The reactants are [N-]=[N+]=NC(=O)N(CCCl)N=O, Nc1nncs1, O, c1ccncc1. Yields the product O=NN(CCCl)C(=O)Nc1nncs1. As a reaction SMILES: [Cl:7][CH2:8][CH2:9][N:10]([C:11](=[O:12])[N:13]=[N+:14]=[N-:15])[N:16]=[O:17].[NH2:1][c:2]1[s:3][cH:4][n:5][n:6]1.[OH2:18].[cH:19]1[cH:20][cH:21][n:22][cH:23][cH:24]1>>[NH:1]([c:2]1[s:3][cH:4][n:5][n:6]1)[C:11]([N:10]([CH2:9][CH2:8][Cl:7])[N:16]=[O:17])=[O:12]. Starting materials: COC(CC(C)=O)=O (3-oxo-butyric acid methyl ester), R3—(CH2)m—NH2, C1(CCCCC1)N (cyclohexylamine), BrCC(=O)C1=C(C(=CC=C1)C(F)(F)F)F (2-bromo-1-(2-fluoro-3-trifluoromethyl-phenyl)-ethanone), C1(CC1)CN (cyclopropanemethylamine). Yields the product C1(CCCCC1)NC(=O)C1=C(N(C(=C1)C1=C(C(=CC=C1)C(F)(F)F)F)CC1CC1)C (Cyclopropylmethyl-5-(2-fluoro-3-trifluoromethyl-phenyl)-2-methyl-1H-pyrrole-3-carboxylic acid cyclohexylamide). As a reaction SMILES: C[O:2][C:3](=O)[CH2:4][C:5](=O)[CH3:6].Br[CH2:10][C:11]([C:13]1[CH:18]=[CH:17][CH:16]=[C:15]([C:19]([F:22])([F:21])[F:20])[C:14]=1[F:23])=O.[CH:24]1([CH2:27][NH2:28])[CH2:26][CH2:25]1.[CH:29]1([NH2:35])[CH2:34][CH2:33][CH2:32][CH2:31][CH2:30]1>>[CH:29]1([NH:35][C:3]([C:4]2[CH:10]=[C:11]([C:13]3[CH:18]=[CH:17][CH:16]=[C:15]([C:19]([F:22])([F:21])[F:20])[C:14]=3[F:23])[N:28]([CH2:27][CH:24]3[CH2:26][CH2:25]3)[C:5]=2[CH3:6])=[O:2])[CH2:34][CH2:33][CH2:32][CH2:31][CH2:30]1. Reported procedure: The title compound was synthesized in analogy to Example 68, using 3-oxo-butyric acid methyl ester as compound of formula R, 2-bromo-1-(2-fluoro-3-trifluoromethyl-phenyl)-ethanone as compound of formula S, cyclopropanemethylamine as R3—(CH2)m—NH2 and cyclohexylamine as R1R2NH, MS (ISP) 423.4 (M+H)+. Reactants: O1COC2=C1C=CC=C2C=O (Benzo[1,3]dioxole-4-carbaldehyde), [N+](=O)([O-])C (nitromethane). The product is [N+](=O)([O-])C=CC1=CC=CC=2OCOC21 (4-(2-Nitro-vinyl)-benzo[1,3]dioxole). As a reaction SMILES: [O:1]1[C:5]2[CH:6]=[CH:7][CH:8]=[C:9]([CH:10]=O)[C:4]=2[O:3][CH2:2]1.[N+:12]([CH3:15])([O-:14])=[O:13]>>[N+:12]([CH:15]=[CH:10][C:9]1[C:4]2[O:3][CH2:2][O:1][C:5]=2[CH:6]=[CH:7][CH:8]=1)([O-:14])=[O:13]. Reported procedure: In close analogy to the procedure described above, Benzo[1,3]dioxole-4-carbaldehyde is reacted with nitromethane to provide the title compound. Starting materials: Oc1ccc(Br)cc1, Cc1ccc(O)cc1C, O=C1C(=O)N(Cc2ccc(C(F)(F)F)o2)c2ccccc21, O=C1C(=O)N(C(c2ccccc2)c2ccccc2)c2ccccc21. Yields the product O=C1N(Cc2ccc(C(F)(F)F)o2)c2ccccc2C1(O)c1cc(Br)ccc1O. Reaction SMILES: [Br:1][c:2]1[cH:3][cH:4][c:5]([OH:8])[cH:6][cH:7]1.[CH3:9][c:10]1[c:11]([CH3:12])[cH:13][c:14]([OH:15])[cH:16][cH:17]1.[F:18][C:19]([c:20]1[cH:21][cH:22][c:23]([CH2:25][N:26]2[C:27](=[O:36])[C:28](=[O:35])[c:29]3[cH:30][cH:31][cH:32][cH:33][c:34]32)[o:24]1)([F:37])[F:38].[c:39]1([CH:40]([c:41]2[cH:42][cH:43][cH:44][cH:45][cH:46]2)[N:47]2[c:48]3[c:49]([cH:50][cH:51][cH:52][cH:53]3)[C:54](=[O:55])[C:56]2=[O:57])[cH:58][cH:59][cH:60][cH:61][cH:62]1>>[Br:1][c:2]1[cH:3][c:4]([C:28]2([OH:35])[C:27](=[O:36])[N:26]([CH2:25][c:23]3[cH:22][cH:21][c:20]([C:19]([F:18])([F:37])[F:38])[o:24]3)[c:34]3[c:29]2[cH:30][cH:31][cH:32][cH:33]3)[c:5]([OH:8])[cH:6][cH:7]1. Starting materials: ClC(=O)OC1=CC=C(C=C1)OC1=NC=C(C=C1)C(F)(F)F (4-(5-trifluoromethyl-pyridin-2-yloxy)-phenyl chloroformate), C(C)(C)(C)OC(=O)N1CCNCC1 (1-tert-butoxycarbonyl-piperazin), [K+].[Br-] (KBr). Run in CCOC(=O)C.CCCCCCC (EtOAc heptane). Yields the product FC(C=1C=CC(=NC1)OC1=CC=C(C=C1)OC(=O)N1CCN(CC1)C(=O)OC(C)(C)C)(F)F (Piperazine-1,4-dicarboxylic acid tert-butyl ester 4-(5-trifluoromethyl-pyridin-2-yloxy)-phenyl ester). Isolated yield 59.0%. Reaction SMILES: Cl[C:2]([O:4][C:5]1[CH:10]=[CH:9][C:8]([O:11][C:12]2[CH:17]=[CH:16][C:15]([C:18]([F:21])([F:20])[F:19])=[CH:14][N:13]=2)=[CH:7][CH:6]=1)=[O:3].[C:22]([O:26][C:27]([N:29]1[CH2:34][CH2:33][NH:32][CH2:31][CH2:30]1)=[O:28])([CH3:25])([CH3:24])[CH3:23].[K+].[Br-]>CCOC(C)=O.CCCCCCC>[F:19][C:18]([F:21])([F:20])[C:15]1[CH:16]=[CH:17][C:12]([O:11][C:8]2[CH:9]=[CH:10][C:5]([O:4][C:2]([N:32]3[CH2:31][CH2:30][N:29]([C:27]([O:26][C:22]([CH3:25])([CH3:24])[CH3:23])=[O:28])[CH2:34][CH2:33]3)=[O:3])=[CH:6][CH:7]=2)=[N:13][CH:14]=1 |f:2.3,4.5|. Procedure: The title compound was prepared from 4-(5-trifluoromethyl-pyridin-2-yloxy)-phenyl chloroformate and 1-tert-butoxycarbonyl-piperazin, yield 59% (recrystallized from EtOAc—heptane 1:1). White crystals, m.p. 165-166° C.; 1H NMR (CDCl3) □ 8.45-8.42 (m, 1H), 7.92-7.87 (m, dd-like, 1H), 7.21-7.12 (AB-system, 4H), 7.03-6.98 (m, d-like, 1H), 3.72-3.45 (br m, 8H), 1.49 (s, 9H); 13C-NMR (CDCl3) □ (ref. CDCl3 77.00 ppm):165.71, 154.56, 153.51, 150.21, 148.34, 145.43 (q, J=4.4 Hz), 136.701 (q, J=3 Hz), 123....